The task is: describe an organic reaction: reactants, conditions, products, and yield. This data is from the Open Reaction Database (ORD), a public repository of structured organic reaction records. The reactants are C(C)(C)(C)OC(C(CC(C)C)NC(C1=C(C=C(C=C1)C)SSC1=C(C=CC(=C1)C)C(NC(CC(C)C)C(=O)OC(C)(C)C)=O)=O)=O (2-[2-[2-(1-tert-Butoxycarbonyl-3-methylbutylcarbamoyl)-5-methyl-phenyldisulfanyl]-4-methylbenzoylamino]-4-methyl-pentanoic acid tert-butyl ester), FC(C(=O)O)(F)F (trifluoroacetic acid), C1(=CC=CC=C1)OC (anisole). Solvent: ClCCl (dichloromethane). The product is C(=O)(O)C(CC(C)C)NC(=O)C1=C(C=C(C=C1)C)SSC1=C(C(=O)NC(C(=O)O)CC(C)C)C=CC(=C1)C (2-{2-[2-(1-Carboxy-3-methyl-butylcarbamoyl)-5-methyl-phenyldisulfanyl]-4-methylbenzoylamino}-4-methyl-pentanoic acid). Yield: 89.2%. As a reaction SMILES: C([O:5][C:6](=[O:46])[CH:7]([NH:12][C:13](=[O:45])[C:14]1[CH:19]=[CH:18][C:17]([CH3:20])=[CH:16][C:15]=1[S:21][S:22][C:23]1[CH:28]=[C:27]([CH3:29])[CH:26]=[CH:25][C:24]=1[C:30](=[O:44])[NH:31][CH:32]([C:37]([O:39]C(C)(C)C)=[O:38])[CH2:33][CH:34]([CH3:36])[CH3:35])[CH2:8][CH:9]([CH3:11])[CH3:10])(C)(C)C.FC(F)(F)C(O)=O.C1(OC)C=CC=CC=1>ClCCl>[C:37]([CH:32]([NH:31][C:30]([C:24]1[CH:25]=[CH:26][C:27]([CH3:29])=[CH:28][C:23]=1[S:22][S:21][C:15]1[CH:16]=[C:17]([CH3:20])[CH:18]=[CH:19][C:14]=1[C:13]([NH:12][CH:7]([CH2:8][CH:9]([CH3:10])[CH3:11])[C:6]([OH:46])=[O:5])=[O:45])=[O:44])[CH2:33][CH:34]([CH3:35])[CH3:36])([OH:39])=[O:38]. Procedure details: This compound was prepared according to the procedure described in Example 50 using [S-(R*,R*)]-2-[2-[2-(1-tert-butoxycarbonyl-3-methyl-butylcarbamoyl)-5 -methyl-phenyldisulfanyl]-4-methylbenzoylamino]-4-methyl-pentanoic acid tert-butyl ester (1.9 g, 2.8 mmol) from Example 33, 20 mL dichloromethane, 20 mL trifluoroacetic acid and 2.0 mL anisole. The crude product was recrystallized from methanol/water to afford 1.4 g of the title compound, mp 216°-218° C. The reactants are CC1=C(C=C(C2CO2)C=C1)SC (4-methyl-3-methylthiostyrene oxide), COC1=CC=C(C=C1)CCC(C)N (3-(4-methoxyphenyl)-1-methylpropylamine). Solvent: C1=CC=CC=C1 (benzene). Conditions: temperature 115 celsius. The product is COC1=CC=C(C=C1)CCC(C)NCC(O)C1=CC(=C(C=C1)C)SC (α-{[3-(4-methoxyphenyl)-1-methylpropylamino]methyl}-4-methyl-3-methylthiobenzenemethanol). Yield: 29.2%. Reaction SMILES: [CH3:1][C:2]1[CH:10]=[CH:9][C:5]([CH:6]2[O:8][CH2:7]2)=[CH:4][C:3]=1[S:11][CH3:12].[CH3:13][O:14][C:15]1[CH:20]=[CH:19][C:18]([CH2:21][CH2:22][CH:23]([NH2:25])[CH3:24])=[CH:17][CH:16]=1>C1C=CC=CC=1>[CH3:13][O:14][C:15]1[CH:20]=[CH:19][C:18]([CH2:21][CH2:22][CH:23]([NH:25][CH2:7][CH:6]([C:5]2[CH:9]=[CH:10][C:2]([CH3:1])=[C:3]([S:11][CH3:12])[CH:4]=2)[OH:8])[CH3:24])=[CH:17][CH:16]=1. Procedure: A mixture of 6 g of 4-methyl-3-methylthiostyrene oxide and 7 g of 3-(4-methoxyphenyl)-1-methylpropylamine was heated to 115° C. for 3 hours. After the reaction was over, the reaction mixture was dissolved in 100 ml of benzene and after washing twice each time with 200 ml of water, the benzene layer was purified by a silica gel column chromatography (eluate: a mixture of benzene, ethyl acetate, and methanol (4:3:1 by volume ratio) to provide 3.5 g of amorphous α-{[3-(4-methoxyphenyl)-1-methylprop...